This data is from the Open Reaction Database (ORD), a public repository of structured organic reaction records. The task is: describe an organic reaction: reactants, conditions, products, and yield The reactants are FC(F)(F)[Si](C)(C)C ((trifluoromethyl)-trimethylsilane), [Si](C)(C)(C(C)(C)C)O[C@@H]1[C@]2(C)[C@@H](CC1)[C@@]1(CCC=3C=C(C=CC3[C@H]1[C@H](C2)CCCCC(C(F)(F)F)=O)OC)C=C (6-[17β-(tert-Butyldimethylsilyloxy)-3-methoxy-8-vinylestra-1,3,5(10)-trien-11β-yl]-1,1,1-trifluorohexan-2-one). Product: C(C)(C)(C)[C@@H]1[C@]2(CO[SiH](C)C)[C@@H](CC1)[C@@]1(CCC=3C=C(C=CC3[C@H]1[C@H](C2)CCCCC(C(F)(F)F)(O[Si](C)(C)C)C(F)(F)F)OC)C=C (17β-tert.-Butyldimethylsilyloxy-3-methoxy-11β-[6,6,6-trifluoro-5-trifluoromethyl-5-(trimethylsilyloxy)hexyl]-8-vinyl-estra-1,3,5(10)-triene). As a reaction SMILES: FC([Si:5]([CH3:8])([CH3:7])[CH3:6])(F)F.[Si:9]([O:16][C@H:17]1[CH2:22][CH2:21][C@H:20]2[C@@:23]3([CH:47]=[CH2:48])[C@H:32]([C@@H:33]([CH2:35][CH2:36][CH2:37][CH2:38][C:39](=[O:44])[C:40]([F:43])([F:42])[F:41])[CH2:34][C@:18]12[CH3:19])[C:31]1[CH:30]=[CH:29][C:28]([O:45][CH3:46])=[CH:27][C:26]=1[CH2:25][CH2:24]3)(C(C)(C)C)([CH3:11])[CH3:10]>>[C:18]([C@H:19]1[CH2:22][CH2:21][C@H:20]2[C@@:23]3([CH:47]=[CH2:48])[C@H:32]([C@@H:33]([CH2:35][CH2:36][CH2:37][CH2:38][C:39]([C:40]([F:43])([F:42])[F:41])([O:44][Si:5]([CH3:6])([CH3:7])[CH3:8])[C:40]([F:41])([F:42])[F:43])[CH2:34][C@:18]12[CH2:17][O:16][SiH:9]([CH3:11])[CH3:10])[C:31]1[CH:30]=[CH:29][C:28]([O:45][CH3:46])=[CH:27][C:26]=1[CH2:25][CH2:24]3)([CH3:20])([CH3:19])[CH3:17]. Procedure: In the reaction with (trifluoromethyl)-trimethylsilane analogously to instructions 1.1, 200 mg of alcohol 16a yields 200 mg of the column-chromatographically stable trimethylsilyl ether 17a as a light yellow, viscous mass (GC-MS: m/z theor.: 720, pract.: 720). The latter is, without the reaction with tetrabutylammonium fluoride-trihydrate being performed, used in the next stage. Reactants: [BH4-], COc1ccc(F)cc1C(C)(C)CC(O)(C=Nc1cccc2nc(COC(C)=O)ccc12)C(F)(F)F, CO, [Na+], C1CCOC1, O. Yields the product COc1ccc(F)cc1C(C)(C)CC(O)(CNc1cccc2nc(COC(C)=O)ccc12)C(F)(F)F. As a reaction SMILES: [BH4-:37].[C:1]([CH3:2])(=[O:3])[O:4][CH2:5][c:6]1[n:7][c:8]2[cH:9][cH:10][cH:11][c:12]([N:16]=[CH:17][C:18]([CH2:19][C:20]([CH3:21])([CH3:22])[c:23]3[c:24]([O:30][CH3:31])[cH:25][cH:26][c:27]([F:29])[cH:28]3)([OH:32])[C:33]([F:34])([F:35])[F:36])[c:13]2[cH:14][cH:15]1.[CH3:40][OH:41].[Na+:38].[O:42]1[CH2:43][CH2:44][CH2:45][CH2:46]1.[OH2:39]>>[C:1]([CH3:2])(=[O:3])[O:4][CH2:5][c:6]1[n:7][c:8]2[cH:9][cH:10][cH:11][c:12]([NH:16][CH2:17][C:18]([CH2:19][C:20]([CH3:21])([CH3:22])[c:23]3[c:24]([O:30][CH3:31])[cH:25][cH:26][c:27]([F:29])[cH:28]3)([OH:32])[C:33]([F:34])([F:35])[F:36])[c:13]2[cH:14][cH:15]1. Reactants: ClC=1C=C(OC2=CC=C(C(=O)C=CC(=O)O)C=C2)C=CC1Cl (3-[4-(3,4-dichlorophenoxy)benzoyl]acrylic acid), CC1=CC=C(OC2=CC=C(C(=O)C=CC(=O)O)C=C2)C=C1 (3-[4-(4-methylphenoxy)benzoyl]acrylic acid). Yields the product ClC=1C=C(OC2=CC=C(C(=O)C=CC(=O)OCC)C=C2)C=CC1Cl (ethyl 3-[4-(3,4-dichlorophenoxy)-benzoyl]acrylate). As a reaction SMILES: [Cl:1][C:2]1[CH:3]=[C:4]([CH:19]=[CH:20][C:21]=1[Cl:22])[O:5][C:6]1[CH:18]=[CH:17][C:9]([C:10]([CH:12]=[CH:13][C:14]([OH:16])=[O:15])=[O:11])=[CH:8][CH:7]=1.[CH3:23][C:24]1C=CC(OC2C=CC(C(C=CC(O)=O)=O)=CC=2)=CC=1>>[Cl:1][C:2]1[CH:3]=[C:4]([CH:19]=[CH:20][C:21]=1[Cl:22])[O:5][C:6]1[CH:18]=[CH:17][C:9]([C:10]([CH:12]=[CH:13][C:14]([O:16][CH2:23][CH3:24])=[O:15])=[O:11])=[CH:8][CH:7]=1. Reported procedure: The procedure in Example 17(1) was followed, except that 6.74 g of 3-[4-(3,4-dichlorophenoxy)benzoyl]acrylic acid were used in place of 3-[4-(4-methylphenoxy)benzoyl]acrylic acid, to give 5.42 g of ethyl 3-[4-(3,4-dichlorophenoxy)-benzoyl]acrylate. Product: C(C)(C)(C)OC(=O)N1CC2=CC(=CC=C2C(C1)(C)C)NC(C1=C(C=CC=C1)N)=O (7-(2-amino-benzoylamino)-4,4-dimethyl-3,4-dihydro-1H-isoquinoline-2-carboxylic acid tert-butyl ester). Run at temperature 50 celsius. Procedure: A mixture of 7-amino-4,4-dimethyl-3,4-dihydro-1H-isoquinoline-2-carboxylic acid tert-butyl ester (4.0 g, 14.60 mmol), 2-amino-benzoic acid (2.0 g, 14.60 mmol), TBTU (5.2 g, 16.06 mmol) and DIEA (2.7 mL, 16.06 mmol) in DMF (5 mL) was heated (50° C.) for 12 h in a sealed tube. The mixture was diluted with EtOAc and water. The aqueous layer extracted with EtOAc. The combined organic layers were dried over Na2SO4, filtered and concentrated in vacuo. The crude material was purified by flash chromatog... Reactants: C(C)(C)(C)OC(=O)N1CC2=CC(=CC=C2C(C1)(C)C)N (7-amino-4,4-dimethyl-3,4-dihydro-1H-isoquinoline-2-carboxylic acid tert-butyl ester), NC1=C(C(=O)O)C=CC=C1 (2-amino-benzoic acid), CN(C)C(=[N+](C)C)ON1C2=C(C=CC=C2)N=N1.[B-](F)(F)(F)F (TBTU), CCN(C(C)C)C(C)C (DIEA). Run in CN(C)C=O (DMF), CCOC(=O)C (EtOAc), O (water). As a reaction SMILES: [C:1]([O:5][C:6]([N:8]1[CH2:17][C:16]([CH3:19])([CH3:18])[C:15]2[C:10](=[CH:11][C:12]([NH2:20])=[CH:13][CH:14]=2)[CH2:9]1)=[O:7])([CH3:4])([CH3:3])[CH3:2].[NH2:21][C:22]1[CH:30]=[CH:29][CH:28]=[CH:27][C:23]=1[C:24](O)=[O:25].CN(C(ON1N=NC2C=CC=CC1=2)=[N+](C)C)C.[B-](F)(F)(F)F.CCN(C(C)C)C(C)C>CN(C=O)C.CCOC(C)=O.O>[C:1]([O:5][C:6]([N:8]1[CH2:17][C:16]([CH3:19])([CH3:18])[C:15]2[C:10](=[CH:11][C:12]([NH:20][C:24](=[O:25])[C:23]3[CH:27]=[CH:28][CH:29]=[CH:30][C:22]=3[NH2:21])=[CH:13][CH:14]=2)[CH2:9]1)=[O:7])([CH3:4])([CH3:2])[CH3:3] |f:2.3|. Reactants: COC(=O)Nc1nc2c(OC)ccc(C3CCOCC3)c2o1, [Na+], C1COCCO1, [OH-], OCCO. Product: COc1ccc(C2CCOCC2)c2oc(N)nc12. As a reaction SMILES: [CH3:1][O:2][C:3]([NH:4][c:5]1[o:6][c:7]2[c:8]([n:9]1)[c:10]([O:20][CH3:21])[cH:11][cH:12][c:13]2[CH:14]1[CH2:15][CH2:16][O:17][CH2:18][CH2:19]1)=[O:22].[Na+:24].[O:25]1[CH2:26][CH2:27][O:28][CH2:29][CH2:30]1.[OH-:23].[OH:31][CH2:32][CH2:33][OH:34]>>[NH2:4][c:5]1[o:6][c:7]2[c:8]([n:9]1)[c:10]([O:20][CH3:21])[cH:11][cH:12][c:13]2[CH:14]1[CH2:15][CH2:16][O:17][CH2:18][CH2:19]1. Starting materials: IC1=C(C(=CC(=C1CC)I)I)C1=CC(=C(C=C1)C(=O)O)[N+](=O)[O-] (2′,4′,6′-triiodo-3′-ethyl-3-nitrobiphenyl-4-carboxylic acid), S(=O)(Cl)Cl (thionyl chloride). The reagents and catalysts are [Zn] (Zn). The product is IC1=C(C(=CC(=C1CC)I)I)C1=CC(=C(C=C1)C(=O)Cl)[N+](=O)[O-] (2′,4′,6′-triiodo-3′-ethyl-3-nitrobiphenyl-4-carbonyl chloride). Reaction SMILES: [I:1][C:2]1[C:7]([CH2:8][CH3:9])=[C:6]([I:10])[CH:5]=[C:4]([I:11])[C:3]=1[C:12]1[CH:17]=[CH:16][C:15]([C:18](O)=[O:19])=[C:14]([N+:21]([O-:23])=[O:22])[CH:13]=1.S(Cl)([Cl:26])=O>[Zn]>[I:1][C:2]1[C:7]([CH2:8][CH3:9])=[C:6]([I:10])[CH:5]=[C:4]([I:11])[C:3]=1[C:12]1[CH:17]=[CH:16][C:15]([C:18]([Cl:26])=[O:19])=[C:14]([N+:21]([O-:23])=[O:22])[CH:13]=1. Procedure: Freidel-Crafts acylation is performed on 2′,4′,6′-triiodo-3-nitrobiphenyl-4-carboxylic acid (6) in the presence of AlCl3 and CH3COCl to yield 2′,4′,6′-triiodo-3′-acetyl-3-nitrobiphenyl-4-carboxylic acid (12). C 13 ⁢ H 6 ⁢ I 3 ⁢ N ⁢   ⁢ O 4 ⁢ → C ⁢   ⁢ H 3 ⁢   ⁢ C ⁢   ⁢ O ⁢   ⁢ Cl Al ⁢   ⁢ Cl 3 ⁢ C 15 ⁢ H 8 ⁢ I 3 ⁢ N ⁢   ⁢ O 5 2′,4′,6′-triiodo-3′-acetyl-3-nitrobiphenyl-4-carboxylic acid (12) is then reacted with a zinc mercury amalgam and hydrochloric acid and heated to yield 2′,4′,6′-triiodo-3′-...